This data is from the Open Reaction Database (ORD), a public repository of structured organic reaction records. The task is: describe an organic reaction: reactants, conditions, products, and yield The reactants are C(C=C)NCCC (N-Allyl-n-propylamine), solution, CO (methanol), C(=S)=S (carbon disulfide). Solvent: C(C)OCC (ethyl ether). Conditions: time 15 minute. Product: C(C=C)NCCC.C(C=C)N(C(O)=S)CCC (N-allyl-N-propyl thiocarbamic acid N-allyl-n-propyl amine salt). As a reaction SMILES: [CH2:1]([NH:4][CH2:5][CH2:6][CH3:7])[CH:2]=[CH2:3].[C:8](=[S:10])=S.C[OH:12]>C(OCC)C>[CH2:1]([NH:4][CH2:5][CH2:6][CH3:7])[CH:2]=[CH2:3].[CH2:1]([N:4]([CH2:5][CH2:6][CH3:7])[C:8](=[S:10])[OH:12])[CH:2]=[CH2:3] |f:4.5|. Procedure details: A quantity of N-Allyl-n-propylamine (12.7 g of a 35% solution in methanol, 0.042 mole) was dissolved in 50 ml of ethyl ether, plus 1.52 g of carbon disulfide (0.02 mole) was charged into a beaker and the reaction mixture in the beaker was allowed to let stand for approximately 15 minutes, after which time the volatiles were stripped off, leaving behind 3.7 g of a solid residue, which was identified by conventional instrumental techniques as being the subject compound. Reactants: CC1(OCC(O1)CN1N=CC(=C1)[N+](=O)[O-])C (1-((2,2-dimethyl-1,3-dioxolan-4-yl)methyl)-4-nitro-1H-pyrazole). The reagents and catalysts are [Pd] (Pd/C). Solvent: CO (methanol). Run at time 8 hour. Yields the product CC1(OCC(O1)CN1N=CC(=C1)N)C (1-((2,2-dimethyl-1,3-dioxolan-4-yl)methyl)-1H-pyrazol-4-amine). The yield is 90.7%. RXN SMILES: [CH3:1][C:2]1([CH3:16])[O:6][CH:5]([CH2:7][N:8]2[CH:12]=[C:11]([N+:13]([O-])=O)[CH:10]=[N:9]2)[CH2:4][O:3]1>CO.[Pd]>[CH3:1][C:2]1([CH3:16])[O:6][CH:5]([CH2:7][N:8]2[CH:12]=[C:11]([NH2:13])[CH:10]=[N:9]2)[CH2:4][O:3]1. Reported procedure: A mixture of 1-((2,2-dimethyl-1,3-dioxolan-4-yl)methyl)-4-nitro-1H-pyrazole (2.0 g, 9.5 mmol) and Pd/C (400 mg) in methanol (40 mL) was stirred at RT under H2 overnight. LCMS showed the reaction was completed. The reaction mixture was filtered through a pad of celite, and the filtrate was concentrated to give 1-((2,2-dimethyl-1,3-dioxolan-4-yl)methyl)-1H-pyrazol-4-amine (1.7 g, crude) as a purple oil, which was directly used in the next step without further purification. MS (ES+) C9H15N3O2 requi... Starting materials: N,N-Dimethylaminopyridine, C(=O)(OC(C)(C)C)OC(=O)OC(C)(C)C (di-tert-butyl dicarbonate), OC1=C(C(=O)O)C(=CC=C1C(F)(F)F)C (2-hydroxy-6-methyl-3-(trifluoromethyl)benzoic acid). The solvent is C(C)(C)(C)O.O1CCCC1 (tert-butyl alcohol tetrahydrofuran). Run at temperature 60 celsius, time 3 hour. The product is C(C)(C)(C)OC(=O)OC1=C(C(=O)OC(C)(C)C)C(=CC=C1C(F)(F)F)C (tert-butyl 2-[(tert-butoxycarbonyl)oxy]-6-methyl-3-(trifluoromethyl)benzoate). The yield is 87.2%. As a reaction SMILES: [C:1]([O:8][C:9]([O:11][C:12]([CH3:15])([CH3:14])[CH3:13])=[O:10])(OC(C)(C)C)=O.OC1[C:25]([C:26]([F:29])([F:28])[F:27])=[CH:24][CH:23]=[C:22]([CH3:30])[C:18]=1[C:19]([OH:21])=[O:20]>C(O)(C)(C)C.O1CCCC1>[C:12]([O:11][C:9]([O:8][C:1]1[C:25]([C:26]([F:27])([F:28])[F:29])=[CH:24][CH:23]=[C:22]([CH3:30])[C:18]=1[C:19]([O:21][C:12]([CH3:15])([CH3:14])[CH3:13])=[O:20])=[O:10])([CH3:13])([CH3:14])[CH3:15] |f:2.3|. Reported procedure: N,N-Dimethylaminopyridine (0.7 g, 5.7 mmol) and di-tert-butyl dicarbonate [(tBuOCO)2O] (16.7 g, 76.5 mmol) were added to a solution of 2-hydroxy-6-methyl-3-(trifluoromethyl)benzoic acid (4.21 g, 19.1 mmol) obtained in Example (28-3) in a mixture of tert-butyl alcohol-tetrahydrofuran (2:1, 60 ml), and the mixture was stirred at 60° C. for 3 hours. The reaction mixture was concentrated under reduced pressure and the residue was purified by silica gel column chromatography (eluting solvent: n-hexan... Starting materials: FC1=CC=C(C(=C1F)NC1=C(C=C(C=C1)I)F)N (5,6-difluoro-N1-(2-fluoro-4-iodophenyl)benzene-1,2-diamine), C1(CC1)S(=O)(=O)Cl (cyclopropanesulfonyl chloride). Yields the product FC=1C(=C(C=CC1F)NS(=O)(=O)C1CC1)NC1=C(C=C(C=C1)I)F (N-(3,4-difluoro-2-(2-fluoro-4-iodophenylamino)phenyl)cyclopropane sulfonamide). RXN SMILES: [F:1][C:2]1[C:7]([F:8])=[C:6]([NH:9][C:10]2[CH:15]=[CH:14][C:13]([I:16])=[CH:12][C:11]=2[F:17])[C:5]([NH2:18])=[CH:4][CH:3]=1.[CH:19]1([S:22](Cl)(=[O:24])=[O:23])[CH2:21][CH2:20]1>>[F:8][C:7]1[C:6]([NH:9][C:10]2[CH:15]=[CH:14][C:13]([I:16])=[CH:12][C:11]=2[F:17])=[C:5]([NH:18][S:22]([CH:19]2[CH2:21][CH2:20]2)(=[O:24])=[O:23])[CH:4]=[CH:3][C:2]=1[F:1]. Procedure details: According to the general procedure A, 5,6-difluoro-N1-(2-fluoro-4-iodophenyl)benzene-1,2-diamine was reacted with cyclopropanesulfonyl chloride to obtain the desired product. (500 MHz, CDCl3): δ=7.38-7.37 (d, 1H), 7.35-7.34 (m, 1H), 7.27-7.26 (m, 1H), 7.20-7.0 (q, 1H), 6.68 (s, 1H, br), 6.15-6.12 (q, 1H), 5.65 (s, 1H, br), 3.25-3.20 (m, 1H), 2.4-2.3 (m, 2H), 2.0-1.8 (m, 2H); m/z=467 [M−1]−. Run at temperature 0 celsius, time 1 hour. The product is FC1=CC=C(C=C1)N1C(=NC=C1CO)SCC1=C(C(=CC=C1F)F)F ((1-(4-fluorophenyl)-2-((2,3,6-trifluorobenzyl)thio)-1H-imidazol-5-yl)methanol). Solvent: C(C)OCC (diethyl ether), O (water), [OH-].[Na+] (NaOH), O (water), S(=O)(=O)([O-])[O-].[Mg+2] (magnesium sulfate), C1CCOC1 (THF). As a reaction SMILES: [F:1][C:2]1[CH:7]=[CH:6][C:5]([N:8]2[C:12]([C:13](OCC)=[O:14])=[CH:11][N:10]=[C:9]2[S:18][CH2:19][C:20]2[C:25]([F:26])=[CH:24][CH:23]=[C:22]([F:27])[C:21]=2[F:28])=[CH:4][CH:3]=1.[H-].[Al+3].[Li+].[H-].[H-].[H-]>C1COCC1.C(OCC)C.O.[OH-].[Na+].S([O-])([O-])(=O)=O.[Mg+2]>[F:1][C:2]1[CH:7]=[CH:6][C:5]([N:8]2[C:12]([CH2:13][OH:14])=[CH:11][N:10]=[C:9]2[S:18][CH2:19][C:20]2[C:25]([F:26])=[CH:24][CH:23]=[C:22]([F:27])[C:21]=2[F:28])=[CH:4][CH:3]=1 |f:1.2.3.4.5.6,10.11,12.13|. Reactants: FC1=CC=C(C=C1)N1C(=NC=C1C(=O)OCC)SCC1=C(C(=CC=C1F)F)F (Ethyl 1-(4-fluorophenyl)-2-((2,3,6-trifluorobenzyl)thio)-1H-imidazole-5-carboxylate), [H-].[Al+3].[Li+].[H-].[H-].[H-] (lithium aluminum hydride). Reported procedure: To a solution of ethyl 1-(4-fluorophenyl)-2-((2,3,6-trifluorobenzyl)thio)-1H-imidazole-5-carboxylate (10) (1 g, 2.44 mmol) in THF at 0° C. was added lithium aluminum hydride (1M in THF, 4.88 mL, 4.88 mmol). The reaction was stirred for 1 h at 0° C. and at room temperature for 1 h. The solution was diluted with diethyl ether, and water (0.1 mL), 2N NaOH (0.1 mL), water (0.3 mL) and magnesium sulfate were added. The reaction was filtered and washed with THF to obtain (1-(4-fluorophenyl)-2-((2,3,6-... Reactants: C#C[Mg+], C1CCOC1, COc1cc(OC)c(OC)cc1C=O, [Cl-]. Product: C#CC(O)c1cc(OC)c(OC)cc1OC. Reaction SMILES: [C:16](#[CH:17])[Mg+:18].[CH2:19]1[O:20][CH2:21][CH2:22][CH2:23]1.[CH3:1][O:2][c:3]1[c:4]([CH:5]=[O:6])[cH:7][c:8]([O:13][CH3:14])[c:9]([O:11][CH3:12])[cH:10]1.[Cl-:15]>>[CH3:1][O:2][c:3]1[c:4]([CH:5]([OH:6])[C:16]#[CH:17])[cH:7][c:8]([O:13][CH3:14])[c:9]([O:11][CH3:12])[cH:10]1. Starting materials: OCc1cccc(Br)n1, O=C([O-])[O-], CCOC(=O)COc1cccc(B2OC(C)(C)C(C)(C)O2)c1, COCCOC, [Na+], [Na+]. Yields the product CCOC(=O)COc1cccc(-c2cccc(CO)n2)c1. RXN SMILES: [Br:1][c:2]1[cH:3][cH:4][cH:5][c:6]([CH2:8][OH:9])[n:7]1.[C:32](=[O:33])([O-:34])[O-:35].[CH3:10][C:11]1([CH3:12])[C:13]([CH3:14])([CH3:15])[O:16][B:17]([c:18]2[cH:19][c:20]([O:21][CH2:22][C:23](=[O:24])[O:25][CH2:26][CH3:27])[cH:28][cH:29][cH:30]2)[O:31]1.[CH3:38][O:39][CH2:40][CH2:41][O:42][CH3:43].[Na+:36].[Na+:37]>>[c:2]1(-[c:18]2[cH:19][c:20]([O:21][CH2:22][C:23](=[O:24])[O:25][CH2:26][CH3:27])[cH:28][cH:29][cH:30]2)[cH:3][cH:4][cH:5][c:6]([CH2:8][OH:9])[n:7]1. Reactants: [BH4-], CC(=O)[O-], CC(=O)[O-], CC#CCn1c(N2CCN(C(=O)OC(C)(C)C)CC2)nc(C(=O)SC)c1C(=O)OCC, CCO, CCOC(C)=O, Cl, [Hg+2], [Na+]. Product: CC#CCn1c(N2CCN(C(=O)OC(C)(C)C)CC2)nc(CO)c1C(=O)OCC. Reaction SMILES: [BH4-:1].[C:38]([O-:39])(=[O:40])[CH3:41].[C:43]([O-:44])(=[O:45])[CH3:46].[CH2:6]([C:7]#[C:8][CH3:9])[n:10]1[c:11]([N:24]2[CH2:25][CH2:26][N:27]([C:30](=[O:31])[O:32][C:33]([CH3:34])([CH3:35])[CH3:36])[CH2:28][CH2:29]2)[n:12][c:13]([C:20](=[O:21])[S:22][CH3:23])[c:14]1[C:15](=[O:16])[O:17][CH2:18][CH3:19].[CH3:3][CH2:4][OH:5].[CH3:47][CH2:48][O:49][C:50](=[O:51])[CH3:52].[ClH:37].[Hg+2:42].[Na+:2]>>[CH2:6]([C:7]#[C:8][CH3:9])[n:10]1[c:11]([N:24]2[CH2:25][CH2:26][N:27]([C:30](=[O:31])[O:32][C:33]([CH3:34])([CH3:35])[CH3:36])[CH2:28][CH2:29]2)[n:12][c:13]([CH2:20][OH:21])[c:14]1[C:15](=[O:16])[O:17][CH2:18][CH3:19].